Task: describe an organic reaction: reactants, conditions, products, and yield. Dataset: the Open Reaction Database (ORD), a public repository of structured organic reaction records Reactants: COCC1(CC1)C1=CC=C(C=C1)NC(=O)C1=C(C=CC=C1)N(C(C)=O)CC1=CC=NC=C1 (N-[2-(N-{4-[(methoxymethyl)-cyclopropyl]phenyl}carbamoyl)-phenyl]-N-(4-pyridylmethyl)acetamide), Cl (HCl), C(=O)(O)[O-].[Na+] (NaHCO3). The solvent is CCO (EtOH). Reaction conditions: temperature 80 celsius, time 8 hour. Yields the product COCC1(CCC1)C1=CC=C(C=C1)NC(=O)C1=C(C=CC=C1)NCC1=CC=NC=C1 (N-{4-[(methoxymethyl)cyclobutyl]phenyl}{2-[(4-pyridylmethyl)amino]phenyl}-carboxamide). RXN SMILES: [CH3:1][O:2][CH2:3][C:4]1([C:7]2[CH:12]=[CH:11][C:10]([NH:13][C:14]([C:16]3[CH:21]=[CH:20][CH:19]=[CH:18][C:17]=3[N:22]([CH2:26][C:27]3[CH:32]=[CH:31][N:30]=[CH:29][CH:28]=3)C(=O)C)=[O:15])=[CH:9][CH:8]=2)[CH2:6][CH2:5]1.Cl.[C:34]([O-])(O)=O.[Na+]>CCO>[CH3:1][O:2][CH2:3][C:4]1([C:7]2[CH:12]=[CH:11][C:10]([NH:13][C:14]([C:16]3[CH:21]=[CH:20][CH:19]=[CH:18][C:17]=3[NH:22][CH2:26][C:27]3[CH:28]=[CH:29][N:30]=[CH:31][CH:32]=3)=[O:15])=[CH:9][CH:8]=2)[CH2:5][CH2:34][CH2:6]1 |f:2.3|. Procedure: A mixture of N-[2-(N-{4-[(methoxymethyl)-cyclopropyl]phenyl}carbamoyl)-phenyl]-N-(4-pyridylmethyl)acetamide (100 mg) and 20% HCl (5 ml) in EtOH (15 ml) was stirred at 80° C. overnight. The solution was basified with NaHCO3 and evaporated with silica gel and purified by column chromatography to give the title compound. Mass: (M+1), 402. Starting materials: COC(CCC1=C(C=CC=C1OCCCCCC(=O)OC)CCCCCCOC1=C(C2=C(C(CCO2)=O)C=C1)CCCC1=CC=CC=C1)=O (2-[6-[[3,4-dihydro-4-oxo-8-(3-phenylpropyl)-2H-1-benzopyran-7-yl)oxy]hexyl]-6-[(6-methoxy-6-oxohexyl)oxy]benzenepropanoic acid methyl ester), [OH-].[Li+] (lithium hydroxide). Solvent: O1CCCC1 (tetrahydrofuran). The product is C(=O)(O)CCCCCOC1=C(C(=CC=C1)CCCCCCOC1=C(C2=C(C(CCO2)=O)C=C1)CCC)CCC(=O)O (2-[(5-Carboxypentyl)oxy]-6-[6-[[3,4-dihydro-4-oxo-8-propyl-2H-1-benzopyran-7-yl)oxy]hexyl]benzenepropanoic Acid). Yield: 98.0%. As a reaction SMILES: C[O:2][C:3](=[O:49])[CH2:4][CH2:5][C:6]1[C:11]([O:12][CH2:13][CH2:14][CH2:15][CH2:16][CH2:17][C:18]([O:20]C)=[O:19])=[CH:10][CH:9]=[CH:8][C:7]=1[CH2:22][CH2:23][CH2:24][CH2:25][CH2:26][CH2:27][O:28][C:29]1[CH:39]=[CH:38][C:32]2[C:33](=[O:37])[CH2:34][CH2:35][O:36][C:31]=2[C:30]=1[CH2:40][CH2:41][CH2:42]C1C=CC=CC=1.[OH-].[Li+]>O1CCCC1>[C:18]([CH2:17][CH2:16][CH2:15][CH2:14][CH2:13][O:12][C:11]1[CH:10]=[CH:9][CH:8]=[C:7]([CH2:22][CH2:23][CH2:24][CH2:25][CH2:26][CH2:27][O:28][C:29]2[CH:39]=[CH:38][C:32]3[C:33](=[O:37])[CH2:34][CH2:35][O:36][C:31]=3[C:30]=2[CH2:40][CH2:41][CH3:42])[C:6]=1[CH2:5][CH2:4][C:3]([OH:49])=[O:2])([OH:20])=[O:19] |f:1.2|. Reported procedure: The 2-[6-[[3,4-dihydro-4-oxo-8-(3-phenylpropyl)-2H-1-benzopyran-7-yl)oxy]hexyl]-6-[(6-methoxy-6-oxohexyl)oxy]benzenepropanoic acid methyl ester from the preceding example (0.38 g; 0.565 mmol) was saponified by stirring with 2 mL of 3N aqueous lithium hydroxide, in 15 mL of tetrahydrofuran for 24 hr, at room temperature. Work-up as in example 4 followed by flash-chromatography on silica gel (eluting with 96:3:1 chloroform-methanol-acetic acid) and recrystallization from hexane-ethyl acetate gave ... Starting materials: C(C)(C)NCC=1C=C(C=CC1)C(C)=O (3′-(N-isopropylaminomethyl)acetophenone), C([O-])([O-])=O.[Na+].[Na+] (sodium carbonate), BrCC=CC#CC(C)(C)C (1-bromo-6,6-dimethyl-2-hepten-4-yne). The product is CC(C#C/C=C/CN(C(C)C)CC=1C=C(C=CC1)C(C)=O)(C)C (trans-3′-[N-(6,6-Dimethyl-2-hepten-4-ynyl)-N-isopropylaminomethyl]acetophenone). Isolated yield 61.6%. Reaction SMILES: [CH:1]([NH:4][CH2:5][C:6]1[CH:7]=[C:8]([C:12](=[O:14])[CH3:13])[CH:9]=[CH:10][CH:11]=1)([CH3:3])[CH3:2].C(=O)([O-])[O-].[Na+].[Na+].Br[CH2:22][CH:23]=[CH:24][C:25]#[C:26][C:27]([CH3:30])([CH3:29])[CH3:28]>>[CH3:28][C:27]([CH3:30])([CH3:29])[C:26]#[C:25]/[CH:24]=[CH:23]/[CH2:22][N:4]([CH2:5][C:6]1[CH:7]=[C:8]([C:12](=[O:14])[CH3:13])[CH:9]=[CH:10][CH:11]=1)[CH:1]([CH3:3])[CH3:2] |f:1.2.3|. Reported procedure: The procedure described in Example 13 was repeated, except that 3′-(N-isopropylaminomethyl)acetophenone (1.66 g; 8.7 mmol), sodium carbonate (925 mg; 8.7 mmol), and 1-bromo-6,6-dimethyl-2-hepten-4-yne (1.74 g; 8.7 mmol) were used, to thereby yield 1.67 g of the target compound (yield: 61.8%). Reactants: COCC1(OC2=CC=C(C=C2C(C1O)N1C(C=CC=C1)=O)N)C (2-methoxymethyl-2-methyl-4-(1,2-dihydro-2-oxo-1-pyridyl)-6-amino-3-chromanol), C(=O)O (formic acid). The solvent is N1=CC=CC=C1 (pyridine). Reaction SMILES: [CH3:1][O:2][CH2:3][C:4]1([CH3:23])[CH:13]([OH:14])[CH:12]([N:15]2[CH:20]=[CH:19][CH:18]=[CH:17][C:16]2=[O:21])[C:11]2[C:6](=[CH:7][CH:8]=[C:9]([NH2:22])[CH:10]=2)[O:5]1.[CH:24](O)=[O:25]>N1C=CC=CC=1>[CH3:1][O:2][CH2:3][C:4]1([CH3:23])[CH:13]([OH:14])[CH:12]([N:15]2[CH:20]=[CH:19][CH:18]=[CH:17][C:16]2=[O:21])[C:11]2[C:6](=[CH:7][CH:8]=[C:9]([NH:22][CH:24]=[O:25])[CH:10]=2)[O:5]1. Reported procedure: A solution of 1 g of 2-methoxymethyl-2-methyl-4-(1,2-dihydro-2-oxo-1-pyridyl)-6-amino-3-chromanol in 15 ml of formic acid and 1 ml of pyridine is boiled for 24 hours and evaporated. Customary working up gives 2-methoxymethyl-2-methyl-4-(1,2-dihydro-2-oxo-1-pyridyl)-6-formamido-3-chromanol. Product: COCC1(OC2=CC=C(C=C2C(C1O)N1C(C=CC=C1)=O)NC=O)C (2-methoxymethyl-2-methyl-4-(1,2-dihydro-2-oxo-1-pyridyl)-6-formamido-3-chromanol). Reactants: CC1=CC(=C(N)C=C1)[N+](=O)[O-] (4-methyl-2-nitroaniline), N1=C(C=CC=C1)N1C(=NC2=C1C=CC(=C2)C(F)(F)F)\C=C\C2=CC=CC=C2 ((E)-1-(2-Pyridyl)-2-styryl-5-trifluoromethyl-1H-benzimidazole). Product: CC1=CC2=C(N(C(=N2)\C=C\C2=CC=CC=C2)C2=NC=CC=C2)C=C1 ((E)-5-Methyl-1-(2-pyridyl)-2-styryl-1H-benzimidazole). RXN SMILES: CC1C=CC(N)=C([N+]([O-])=O)C=1.[N:12]1[CH:17]=[CH:16][CH:15]=[CH:14][C:13]=1[N:18]1[C:22]2[CH:23]=[CH:24][C:25]([C:27](F)(F)F)=[CH:26][C:21]=2[N:20]=[C:19]1/[CH:31]=[CH:32]/[C:33]1[CH:38]=[CH:37][CH:36]=[CH:35][CH:34]=1>>[CH3:27][C:25]1[CH:24]=[CH:23][C:22]2[N:18]([C:13]3[CH:14]=[CH:15][CH:16]=[CH:17][N:12]=3)[C:19](/[CH:31]=[CH:32]/[C:33]3[CH:38]=[CH:37][CH:36]=[CH:35][CH:34]=3)=[N:20][C:21]=2[CH:26]=1. Procedure: The titled compound was prepared from 4-methyl-2-nitroaniline according to the preparation of (E)-1-(2-pyridyl)-2-styryl-5-trifluoromethyl-1H-benzimidazole (Example 57). MW: 311.39; mp: 144.8-146.0° C.; 1H-NMR (CDCl3) δ: 8.77-8.72 (1H, m), 7.99-7.91 (1H, m), 7.98 (1H, d, J=16.1 Hz), 7.61 (1H, s), 7.53-7.26 (8H, m), 7.15 (1H, d, J=16.1 Hz), 7.10-7.05 (1H, m), 2.50 (3H, s). Starting materials: SC1CCC2(CCC(CC2)CCC2=COC=C2)CC1 (9-mercapto-3-(2-(3-furyl)ethyl)-spiro[5.5]undecane), Cl.ClC[C@H](N)C(=O)O (3-chloroalanine hydrochloride). The product is NC(CSC1CCC2(CCC(CC2)CCC2=COC=C2)CC1)C(=O)O (9-(2-Amino-2-carboxy-ethylthio)-3-(2-(3-furyl)ethyl)-spiro[5.5]undecane). As a reaction SMILES: [SH:1][CH:2]1[CH2:19][CH2:18][C:5]2([CH2:10][CH2:9][CH:8]([CH2:11][CH2:12][C:13]3[CH:17]=[CH:16][O:15][CH:14]=3)[CH2:7][CH2:6]2)[CH2:4][CH2:3]1.Cl.Cl[CH2:22][C@@H:23]([C:25]([OH:27])=[O:26])[NH2:24]>>[NH2:24][CH:23]([C:25]([OH:27])=[O:26])[CH2:22][S:1][CH:2]1[CH2:3][CH2:4][C:5]2([CH2:6][CH2:7][CH:8]([CH2:11][CH2:12][C:13]3[CH:17]=[CH:16][O:15][CH:14]=3)[CH2:9][CH2:10]2)[CH2:18][CH2:19]1 |f:1.2|. Procedure: Using the experimental conditions described in Ex. 24 and 9-mercapto-3-(2-(3-furyl)ethyl)-spiro[5.5]undecane and 3-chloroalanine hydrochloride as starting materials, the title compound (I-aa) was obtained as an amorphous solid. TLC: Rf=0.28 (SiO2 plates, n-butanol/acetic acid/water 40/10/50). 1H-NMR (300 MHz, CDCl3, ppm from TMS): 7.37 (1H, m), 7.24 (1H, m), 6.26 (1H, m), 4.4-4.2 (3H, m), 3.48 (1H, m), 2.70 (1H, m), 2.45 (2H, t), 2.42 (2H, t), 1.90-0.85 (19H, m). Reactants: [OH-].[Li+] (Lithium hydroxide), ClC=1C=NN(C1)C1(CC1)C1=NC=2C(=NC(=CC2)N2C[C@@H](CCC2)C(=O)OCC)N1 ((R)-ethyl 1-(2-(1-(4-chloro-1H-pyrazol-1-yl)cyclopropyl)-3H-imidazo[4,5-b]pyridin-5-yl)piperidine-3-carboxylate). Solvent: O1CCCC1.O (tetrahydrofuran water). Reaction conditions: time 3 hour. The product is ClC=1C=NN(C1)C1(CC1)C1=NC=2C(=NC(=CC2)N2C[C@@H](CCC2)C(=O)O)N1 ((R)-1-(2-(1-(4-chloro-1H-pyrazol-1-yl)cyclopropyl)-3H-imidazo[4,5-b]pyridin-5-yl)piperidine-3-carboxylic acid). Yield: 83.4%. As a reaction SMILES: [OH-].[Li+].[Cl:3][C:4]1[CH:5]=[N:6][N:7]([C:9]2([C:12]3[NH:31][C:15]4=[N:16][C:17]([N:20]5[CH2:25][CH2:24][CH2:23][C@@H:22]([C:26]([O:28]CC)=[O:27])[CH2:21]5)=[CH:18][CH:19]=[C:14]4[N:13]=3)[CH2:11][CH2:10]2)[CH:8]=1>O1CCCC1.O>[Cl:3][C:4]1[CH:5]=[N:6][N:7]([C:9]2([C:12]3[NH:31][C:15]4=[N:16][C:17]([N:20]5[CH2:25][CH2:24][CH2:23][C@@H:22]([C:26]([OH:28])=[O:27])[CH2:21]5)=[CH:18][CH:19]=[C:14]4[N:13]=3)[CH2:10][CH2:11]2)[CH:8]=1 |f:0.1,3.4|. Procedure details: Lithium hydroxide (500 mg, 10.20 mmol) was added to a solution of (R)-ethyl 1-(2-(1-(4-chloro-1H-pyrazol-1-yl)cyclopropyl)-3H-imidazo[4,5-b]pyridin-5-yl)piperidine-3-carboxylate (900 mg, 2.17 mmol) in tetrahydrofuran/water (1:1, 10 mL) at room temperature. The reaction mixture was stirred for 3 h. The solvent was removed under reduced pressure and to the residue was added water. The pH of the mixture was adjusted to 6 using an aqueous solution of hydrochloric acid (1N). The mixture was extracted... Reactants: C(C)(C)(C)OC(N(C)[C@@H]1CC[C@H](CC1)O)=O (trans-(4-Hydroxy-cyclohexyl)-methyl-carbamic acid tert-butyl ester), BrCCCBr (1,3-dibromopropane). Yields the product C(C)(C)(C)OC(N(C)[C@@H]1CC[C@H](CC1)OCCCBr)=O (trans-[4-(3-Bromo-propoxy)-cyclohexyl]-methyl-carbamic acid tert-butyl ester). RXN SMILES: [C:1]([O:5][C:6](=[O:16])[N:7]([C@H:9]1[CH2:14][CH2:13][C@H:12]([OH:15])[CH2:11][CH2:10]1)[CH3:8])([CH3:4])([CH3:3])[CH3:2].[Br:17][CH2:18][CH2:19][CH2:20]Br>>[C:1]([O:5][C:6](=[O:16])[N:7]([C@H:9]1[CH2:10][CH2:11][C@H:12]([O:15][CH2:20][CH2:19][CH2:18][Br:17])[CH2:13][CH2:14]1)[CH3:8])([CH3:4])([CH3:2])[CH3:3]. Procedure: In analogy to examples 1.4 and 1.5, trans-(4-Hydroxy-cyclohexyl)-methyl-carbamic acid tert-butyl ester was reacted with 1,3-dibromopropane to yield trans-[4-(3-Bromo-propoxy)-cyclohexyl]-methyl-carbamic acid tert-butyl ester which was reacted with N-allylmethylamine to yield trans-(4-[3-(Allyl-methyl-amino)-propoxy]-cyclohexyl)-methyl-carbamic acid tert-butyl ester as colorless oil, MS: 341 (MH+).